Dataset: the Open Reaction Database (ORD), a public repository of structured organic reaction records. Task: describe an organic reaction: reactants, conditions, products, and yield Reactants: ( 1 ), N[C@@H](CO)CC(C)C ((R)-2-amino-4-methylpentan-1-ol), FC(C(=O)OCC)(F)F (ethyl trifluoroacetate). The solvent is O (water). Reaction conditions: time 8 hour. The product is FC(C(=O)N[C@@H](CO)CC(C)C)(F)F ((R)-2,2,2-trifluoro-N-(1-hydroxy-4-methylpentan-2-yl)acetamide). The yield is 81.0%. RXN SMILES: [NH2:1][C@H:2]([CH2:5][CH:6]([CH3:8])[CH3:7])[CH2:3][OH:4].[F:9][C:10]([F:17])([F:16])[C:11](OCC)=[O:12]>O>[F:9][C:10]([F:17])([F:16])[C:11]([NH:1][C@H:2]([CH2:5][CH:6]([CH3:8])[CH3:7])[CH2:3][OH:4])=[O:12]. Procedure details: Step AK (1): (R)-2-amino-4-methylpentan-1-ol (1.0 g, 8.53 mmol) was dissolved in ethyl trifluoroacetate (2.5 mL). The reaction mixture was stirred overnight at rt. The reaction mixture was diluted with water and extracted with EtOAc. The combined organic phases were washed with water and brine. The organic phases were dried over Na2SO4, filtered and concentrated in vacuum. The residue was purified by silica gel chromatography to give (R)-2,2,2-trifluoro-N-(1-hydroxy-4-methylpentan-2-yl)acetamide... The reactants are BrC1=NC(=CC=C1)C(C)N1CCCC1 (2-bromo-6-(1-pyrrolidin-1-ylethyl)pyridine), NC=1SC(=CC1C(=O)N)C1=CC=C(C=C1)F (2-amino-5-(4-fluorophenyl)thiophene-3-carboxamide). Product: FC1=CC=C(C=C1)C1=CC(=C(S1)NC1=NC(=CC=C1)C(C)N1CCCC1)C(=O)N (5-(4-Fluorophenyl)-2-{[6-(1-pyrrolidin-1-ylethyl)pyridin-2-yl]amino}thiophene-3-carboxamide). As a reaction SMILES: Br[C:2]1[CH:7]=[CH:6][CH:5]=[C:4]([CH:8]([N:10]2[CH2:14][CH2:13][CH2:12][CH2:11]2)[CH3:9])[N:3]=1.[NH2:15][C:16]1[S:17][C:18]([C:24]2[CH:29]=[CH:28][C:27]([F:30])=[CH:26][CH:25]=2)=[CH:19][C:20]=1[C:21]([NH2:23])=[O:22]>>[F:30][C:27]1[CH:26]=[CH:25][C:24]([C:18]2[S:17][C:16]([NH:15][C:2]3[CH:7]=[CH:6][CH:5]=[C:4]([CH:8]([N:10]4[CH2:14][CH2:13][CH2:12][CH2:11]4)[CH3:9])[N:3]=3)=[C:20]([C:21]([NH2:23])=[O:22])[CH:19]=2)=[CH:29][CH:28]=1. Procedure: The title compound was prepared according to the general procedure in Example 1 using 2-bromo-6-(1-pyrrolidin-1-ylethyl)pyridine (200 mg, 0.78 mmol) and 2-amino-5-(4-fluorophenyl)thiophene-3-carboxamide (204 mg, 0.86 mmol) as the starting materials. The solvent is CCO (EtOH). Reactants: BrCC1OCC2=C(O1)C=C(C=C2)S(=O)(=O)C (2-(bromomethyl)-7-(methylsulfonyl)-4H-1,3-benzodioxine), ( 4 ), ( 6 ), C(C)NCC (N-ethylethanamine), ( 6 ). RXN SMILES: Br[CH2:2][CH:3]1[O:8][C:7]2[CH:9]=[C:10]([S:13]([CH3:16])(=[O:15])=[O:14])[CH:11]=[CH:12][C:6]=2[CH2:5][O:4]1.[CH2:17]([NH:19][CH2:20][CH3:21])[CH3:18]>CCO>[CH2:17]([N:19]([CH2:2][CH:3]1[O:8][C:7]2[CH:9]=[C:10]([S:13]([CH3:16])(=[O:15])=[O:14])[CH:11]=[CH:12][C:6]=2[CH2:5][O:4]1)[CH2:20][CH3:21])[CH3:18]. Reported procedure: Preparation according to Example 22 using 2-(bromomethyl)-7-(methylsulfonyl)-4H-1,3-benzodioxine (30 mg, 0.10 mmol), N-ethylethanamine (0.50 ml, 4.8 mmol) and EtOH (1.0 ml). MS m/z (rel. intensity, 70 eV) 299 (M+, 1), 87 (6), 86 (bp), 77 (4), 58 (6). Product: C(C)N(CC)CC1OCC2=C(O1)C=C(C=C2)S(=O)(=O)C (N-ETHYL-N-{[7-(METHYLSULFONYL)-4H-1,3-BENZODIOXIN-2-YL]METHYL}ETHANAMINE).